From a dataset of the Open Reaction Database (ORD), a public repository of structured organic reaction records. describe an organic reaction: reactants, conditions, products, and yield Solvent: O1CCCC1 (tetrahydrofuran), [OH-].[Na+] (sodium hydroxide). The product is C(=O)(O)C1(CCN(CC1)CC[C@H](CN(C(C1=CC=CC=C1)=O)C)C1=CC(=C(C=C1)Cl)Cl)N1C(CCCC1)=O ((S)-N-[4-[4-Carboxy-4-(2-oxopiperidino)piperidino]-2-(3,4-dichlorophenyl)butyl]-N-methylbenzamide). Procedure: A solution of (S)-N-[2-(3,4-dichlorophenyl)-4-[4-methoxycarbonyl-4-(2-oxopiperidino)piperidino]butyl]-N-methylbenzamide (0.65 g) in tetrahydrofuran (15 mL) and 1.0N sodium hydroxide (15.5 mL) was heated at reflux overnight. After the tetrahydrofuran was distilled off, the resulting aqueous mixture was adjusted to a pH of 5.5-6.0 and extracted several times with dichloromethane. The organic extracts were dried and evaporated. The crude product was suspended in ether and filtered to give the title... Yield: 39.4%. As a reaction SMILES: [Cl:1][C:2]1[CH:3]=[C:4]([C@H:9]([CH2:21][CH2:22][N:23]2[CH2:28][CH2:27][C:26]([C:36]([O:38]C)=[O:37])([N:29]3[CH2:34][CH2:33][CH2:32][CH2:31][C:30]3=[O:35])[CH2:25][CH2:24]2)[CH2:10][N:11]([CH3:20])[C:12](=[O:19])[C:13]2[CH:18]=[CH:17][CH:16]=[CH:15][CH:14]=2)[CH:5]=[CH:6][C:7]=1[Cl:8]>O1CCCC1.[OH-].[Na+]>[C:36]([C:26]1([N:29]2[CH2:34][CH2:33][CH2:32][CH2:31][C:30]2=[O:35])[CH2:25][CH2:24][N:23]([CH2:22][CH2:21][C@@H:9]([C:4]2[CH:5]=[CH:6][C:7]([Cl:8])=[C:2]([Cl:1])[CH:3]=2)[CH2:10][N:11]([CH3:20])[C:12](=[O:19])[C:13]2[CH:18]=[CH:17][CH:16]=[CH:15][CH:14]=2)[CH2:28][CH2:27]1)([OH:38])=[O:37] |f:2.3|. Reactants: ClC=1C=C(C=CC1Cl)[C@@H](CN(C(C1=CC=CC=C1)=O)C)CCN1CCC(CC1)(N1C(CCCC1)=O)C(=O)OC ((S)-N-[2-(3,4-dichlorophenyl)-4-[4-methoxycarbonyl-4-(2-oxopiperidino)piperidino]butyl]-N-methylbenzamide).